This data is from the Open Reaction Database (ORD), a public repository of structured organic reaction records. The task is: describe an organic reaction: reactants, conditions, products, and yield The reactants are OCC1(COC(OC1)C1=CC=CC=C1)CO ((5-hydroxymethyl-2-phenyl-[1,3]dioxan-5-yl)methanol), [H-].[Na+] (NaH), O (Water), CS(=O)(=O)OCC1=CC(=NC=C1)C(=O)N1CC(C1)C1=CC(=C(C=C1)OCC1=CC=C(C=C1)C1CC1)OC (2-{3-[4-(4-cyclopropylbenzyloxy)-3-methoxyphenyl]azetidine-1-carbonyl}pyridin-4-ylmethyl methanesulfonate). Run in CN(C)C=O (DMF). Reaction conditions: time 1 hour. Product: C1(CC1)C1=CC=C(COC2=C(C=C(C=C2)C2CN(C2)C(=O)C2=NC=CC(=C2)COCC2(COC(OC2)C2=CC=CC=C2)CO)OC)C=C1 ({3-[4-(4-Cyclopropylbenzyloxy)-3-methoxyphenyl]-azetidin-1-yl}-[4-(5-hydroxymethyl-2-phenyl-[1,3]dioxan-5-ylmethoxymethyl)pyridin-2-yl]-methanone). Reaction SMILES: [OH:1][CH2:2][C:3]1([CH2:15][OH:16])[CH2:8][O:7][CH:6]([C:9]2[CH:14]=[CH:13][CH:12]=[CH:11][CH:10]=2)[O:5][CH2:4]1.[H-].[Na+].CS(O[CH2:24][C:25]1[CH:30]=[CH:29][N:28]=[C:27]([C:31]([N:33]2[CH2:36][CH:35]([C:37]3[CH:42]=[CH:41][C:40]([O:43][CH2:44][C:45]4[CH:50]=[CH:49][C:48]([CH:51]5[CH2:53][CH2:52]5)=[CH:47][CH:46]=4)=[C:39]([O:54][CH3:55])[CH:38]=3)[CH2:34]2)=[O:32])[CH:26]=1)(=O)=O.O>CN(C=O)C>[CH:51]1([C:48]2[CH:49]=[CH:50][C:45]([CH2:44][O:43][C:40]3[CH:41]=[CH:42][C:37]([CH:35]4[CH2:34][N:33]([C:31]([C:27]5[CH:26]=[C:25]([CH2:24][O:16][CH2:15][C:3]6([CH2:2][OH:1])[CH2:4][O:5][CH:6]([C:9]7[CH:10]=[CH:11][CH:12]=[CH:13][CH:14]=7)[O:7][CH2:8]6)[CH:30]=[CH:29][N:28]=5)=[O:32])[CH2:36]4)=[CH:38][C:39]=3[O:54][CH3:55])=[CH:46][CH:47]=2)[CH2:53][CH2:52]1 |f:1.2|. Procedure: To a solution of (5-hydroxymethyl-2-phenyl-[1,3]dioxan-5-yl)methanol (0.66 g) in DMF (10 mL) was added NaH (0.12 g). The mixture was stirred at RT for 1 hr. To the mixture was added 2-{3-[4-(4-cyclopropylbenzyloxy)-3-methoxyphenyl]azetidine-1-carbonyl}pyridin-4-ylmethyl methanesulfonate (0.7 g) prepared in Example 1 (7). The reaction mixture was stirred at RT for 1 hr. Water was added to the reaction mixture and the mixture was extracted with ethyl acetate. The organic layer was washed with wate... Reactants: C([O-])([O-])=O.[Cs+].[Cs+] (cesium carbonate), C1(=CC=CC=C1)C(C1=CC=CC=C1)(C1=CC=CC=C1)Cl (triphenylmethyl chloride), IC1=NNC2=NC=NC(=C21)N (3-iodo-1H-pyrazolo[3,4-d]pyrimidin-4-amine), C([O-])([O-])=O.[Cs+].[Cs+] (Cesium carbonate), C1(=CC=CC=C1)C(C1=CC=CC=C1)(C1=CC=CC=C1)Cl (triphenylmethyl chloride), ice water. Solvent: CN(C=O)C (dimethylformamide). Reaction conditions: temperature 70 celsius, time 22.5 hour. Yields the product IC1=NN(C2=NC=NC(=C21)N)C(C2=CC=CC=C2)(C2=CC=CC=C2)C2=CC=CC=C2 (3-iodo-1-trityl-1H-pyrazolo[3,4-d]pyrimidin-4-amine). Isolated yield 52.7%. Reaction SMILES: [I:1][C:2]1[C:10]2[C:5](=[N:6][CH:7]=[N:8][C:9]=2[NH2:11])[NH:4][N:3]=1.C(=O)([O-])[O-].[Cs+].[Cs+].[C:18]1([C:24](Cl)([C:31]2[CH:36]=[CH:35][CH:34]=[CH:33][CH:32]=2)[C:25]2[CH:30]=[CH:29][CH:28]=[CH:27][CH:26]=2)[CH:23]=[CH:22][CH:21]=[CH:20][CH:19]=1>CN(C)C=O>[I:1][C:2]1[C:10]2[C:5](=[N:6][CH:7]=[N:8][C:9]=2[NH2:11])[N:4]([C:24]([C:18]2[CH:23]=[CH:22][CH:21]=[CH:20][CH:19]=2)([C:31]2[CH:32]=[CH:33][CH:34]=[CH:35][CH:36]=2)[C:25]2[CH:26]=[CH:27][CH:28]=[CH:29][CH:30]=2)[N:3]=1 |f:1.2.3|. Reported procedure: A suspension of 3-iodo-1H-pyrazolo[3,4-d]pyrimidin-4-amine (3.0 g, 11.5 mmol) in dimethylformamide (50 mL) was treated with cesium carbonate (5.62 g, 17.25 mmol) and triphenylmethyl chloride (3.85 g, 13.8 mmol). The reaction mixture was stirred at 70° C. for 22.5 h under a nitrogen atmosphere. Cesium carbonate (3.75 g, 11.5 mmol) and triphenylmethyl chloride (3.2 g, 11.5 mmol) were added to the reaction mixture and was stirred for 6.5 h. The reaction mixture was added to ice water. The precipita... The reactants are C[C@H]1[C@@H]([C@H]([C@H]([C@@H](O1)OC[C@@H]2[C@H]([C@@H]([C@H]([C@@H](O2)OC3=C(OC=4C=C(C=C(C4C3=O)O)O)C=5C=CC(=C(C5)O)O)O)O)O)O)O)O (Rutin). Solvent: O (water). Conditions: temperature 30 celsius, time 24 hour. The product is C1=CC(=C(C=C1C2=C(C(=O)C3=C(C=C(C=C3O2)O)O)O[C@H]4[C@@H]([C@H]([C@@H]([C@H](O4)CO)O)O)O)O)O (isoquercitrin). Reaction SMILES: C[C@@H]1O[C@@H]([O:8][CH2:9][C@H:10]2[O:15][C@@H:14]([O:16][C:17]3[C:26](=[O:27])[C:25]4[C:24]([OH:28])=[CH:23][C:22]([OH:29])=[CH:21][C:20]=4[O:19][C:18]=3[C:30]3[CH:31]=[CH:32][C:33]([OH:37])=[C:34]([OH:36])[CH:35]=3)[C@H:13]([OH:38])[C@@H:12]([OH:39])[C@@H:11]2[OH:40])[C@H](O)[C@H](O)[C@H]1O>O>[CH:31]1[C:30]([C:18]2[O:19][C:20]3[C:25](=[C:24]([OH:28])[CH:23]=[C:22]([OH:29])[CH:21]=3)[C:26](=[O:27])[C:17]=2[O:16][C@@H:14]2[O:15][C@H:10]([CH2:9][OH:8])[C@@H:11]([OH:40])[C@H:12]([OH:39])[C@H:13]2[OH:38])=[CH:35][C:34]([OH:36])=[C:33]([OH:37])[CH:32]=1. Procedure: Rutin (5 kg) was dispersed in 100 l of water (temperature: 55° C.). To this mixture were added 10 g of naringinase (Amano Enzyme, Inc., trade name: naringinase “Amano”, Japan) and each of the edible components (food additives, food ingredients) listed in Tables 1 and 2. The amount of each edible component added was adjusted that to attain the concentration in the mixture prepared as shown in Tables 1 and 2 (0.5 or 0.05 wt. %). The pH of the reaction mixture was 4.7. The reaction solution was lef... Reaction SMILES: Br.[Cl:2][C:3]1[CH:12]=[C:11]2[C:6]([CH:7]=[CH:8][C:9]3[N:10]2[CH:13]=[C:14]([C:16]([O:18]CC)=[O:17])[N:15]=3)=[CH:5][CH:4]=1.[OH-].[Na+:22]>C(O)C>[Cl:2][C:3]1[CH:12]=[C:11]2[C:6]([CH:7]=[CH:8][C:9]3[N:10]2[CH:13]=[C:14]([C:16]([O-:18])=[O:17])[N:15]=3)=[CH:5][CH:4]=1.[Na+:22] |f:0.1,2.3,5.6|. Procedure details: 1.37 g of ethyl 8-chloroimidazo-[1,2-a]-quinoline-2-carboxylate hydrobromide were suspended in 50 ml of ethanol and 7.7 ml of 1 N sodium hydroxide were added thereto. The mixture obtained was heated on a steam bath for 30 minutes and sodium 8-chloroimidazo-[1,2-a]-quinoline-2-carboxylate precipitated as a white solid melting at >300° C. The product is ClC1=CC=C2C=CC=3N(C2=C1)C=C(N3)C(=O)[O-].[Na+] (sodium 8-chloroimidazo-[1,2-a]-quinoline-2-carboxylate). Starting materials: Br.ClC1=CC=C2C=CC=3N(C2=C1)C=C(N3)C(=O)OCC (ethyl 8-chloroimidazo-[1,2-a]-quinoline-2-carboxylate hydrobromide), [OH-].[Na+] (sodium hydroxide). Run in C(C)O (ethanol).